Dataset: the Open Reaction Database (ORD), a public repository of structured organic reaction records. Task: describe an organic reaction: reactants, conditions, products, and yield The reactants are C(C1=CC=CC=C1)OC(NCCCCCC(=O)N1CC(C(C1)O)C(OC(C1=CC=C(C=C1)OC)C1=CC=C(C=C1)OC)C1=CC=CC=C1)=O ((6-{3-[Bis-(4-methoxy-phenyl)-phenyl-methoxymethyl]-4-hydroxy-pyrrolidin-1-yl}-6-oxo-hexyl)-carbamic acid benzyl ester). Solvent: CO (methanol). Conditions: time 8 hour. Product: NCCCCCC(=O)N1CC(C(C1)O)C(OC(C1=CC=C(C=C1)OC)C1=CC=C(C=C1)OC)C1=CC=CC=C1 (6-Amino-1-{3-[bis-(4-methoxy-phenyl)-phenyl-methoxymethyl]-4-hydroxy-pyrrolidin-1-yl}-hexan-1-one). Yield: 91.3%. RXN SMILES: C(OC(=O)[NH:10][CH2:11][CH2:12][CH2:13][CH2:14][CH2:15][C:16]([N:18]1[CH2:22][CH:21]([OH:23])[CH:20]([CH:24]([C:43]2[CH:48]=[CH:47][CH:46]=[CH:45][CH:44]=2)[O:25][CH:26]([C:35]2[CH:40]=[CH:39][C:38]([O:41][CH3:42])=[CH:37][CH:36]=2)[C:27]2[CH:32]=[CH:31][C:30]([O:33][CH3:34])=[CH:29][CH:28]=2)[CH2:19]1)=[O:17])C1C=CC=CC=1>CO>[NH2:10][CH2:11][CH2:12][CH2:13][CH2:14][CH2:15][C:16]([N:18]1[CH2:22][CH:21]([OH:23])[CH:20]([CH:24]([C:43]2[CH:48]=[CH:47][CH:46]=[CH:45][CH:44]=2)[O:25][CH:26]([C:35]2[CH:40]=[CH:39][C:38]([O:41][CH3:42])=[CH:37][CH:36]=2)[C:27]2[CH:32]=[CH:31][C:30]([O:33][CH3:34])=[CH:29][CH:28]=2)[CH2:19]1)=[O:17]. Procedure details: Compound 64 (5.9 g, 8.84 mmol) was dissolved in methanol (10 mL) and purged with argon. To the solution was added 10% palladium on carbon (0.6 g). The flask was purged with hydrogen 2 times and stirred further at room temperature under hydrogen atmosphere for overnight. The disappearance of the starting material was confirmed by the TLC. The reaction mixture was filtered through a pad of Celite and washed with methanol. The combined organic layer was concentrated under reduced pressure to afford... The reactants are FC1=CC2=C(N=C(S2)C=2C(=NC=C(C2)C=2C=NN(C2)C2CCNCC2)N)C=C1 (3-(6-fluorobenzothiazol-2-yl)-5-(1-piperidin-4-yl-1H-pyrazol-4-yl)-pyridin-2-ylamine), ClC=1SC2=C(N1)C=C(C=C2)C(F)(F)F (2-chloro-5-trifluoromethyl-1,3-benzothiazole). Yields the product N1CCC(CC1)N1N=CC(=C1)C=1C=C(C(=NC1)N)C=1SC2=C(N1)C=C(C=C2)C(F)(F)F (5-(1-Piperidin-4-yl-1H-pyrazol-4-yl)-3-(5-trifluoromethylbenzothiazol-2-yl)-pyridin-2-ylamine). RXN SMILES: F[C:2]1[CH:28]=[CH:27][C:5]2[N:6]=[C:7]([C:9]3[C:10]([NH2:26])=[N:11][CH:12]=[C:13]([C:15]4[CH:16]=[N:17][N:18]([CH:20]5[CH2:25][CH2:24][NH:23][CH2:22][CH2:21]5)[CH:19]=4)[CH:14]=3)[S:8][C:4]=2[CH:3]=1.ClC1SC2C=CC([C:39]([F:42])([F:41])[F:40])=CC=2N=1>>[NH:23]1[CH2:22][CH2:21][CH:20]([N:18]2[CH:19]=[C:15]([C:13]3[CH:14]=[C:9]([C:7]4[S:8][C:4]5[CH:3]=[CH:2][C:28]([C:39]([F:42])([F:41])[F:40])=[CH:27][C:5]=5[N:6]=4)[C:10]([NH2:26])=[N:11][CH:12]=3)[CH:16]=[N:17]2)[CH2:25][CH2:24]1. Procedure: Same procedure as 3-(6-fluorobenzothiazol-2-yl)-5-(1-piperidin-4-yl-1H-pyrazol-4-yl)-pyridin-2-ylamine except using 2-chloro-5-trifluoromethyl-1,3-benzothiazole in place of 2-chloro-6-fluorobenzothiazole to afford the title compound as a yellow solid. 1H NMR (400 MHz, DMSO-d6): δ=2.12-2.30 (m, 4H), 3.04-3.17 (m, 2H), 3.36-3.45 (m, 2H), 4.48-4.58 (m, 1H), 7.84 (dd, J=8.6, 1.2 Hz, 1H), 8.07 (s, 1H), 8.40-8.44 (m, 2H), 8.46 (d, J=8.4 Hz, 1H), 8.54 (s, 1H), 8.57 (d, J=2.2 Hz, 1H). MS (ES+): m/z=445.... The reactants are ClC=1N=NC(=CC1)N1CCN(CC1)C1=CC(=CC=C1)C (3-chloro-6-[4-(3-methylphenyl)-1-piperazinyl]pyridazine), NC(=S)N (thiourea), [OH-].[Na+] (sodium hydroxide). Conditions: temperature 165 celsius, time 3 hour. Yields the product CC=1C=C(C=CC1)N1CCN(CC1)C1=CC=C(N=N1)S (6-[4-(3-methylphenyl)-1-piperazinyl]-3-pyridazinethiol). The yield is 7.0%. RXN SMILES: Cl[C:2]1[N:3]=[N:4][C:5]([N:8]2[CH2:13][CH2:12][N:11]([C:14]3[CH:19]=[CH:18][CH:17]=[C:16]([CH3:20])[CH:15]=3)[CH2:10][CH2:9]2)=[CH:6][CH:7]=1.NC(N)=[S:23].[OH-].[Na+]>>[CH3:20][C:16]1[CH:15]=[C:14]([N:11]2[CH2:12][CH2:13][N:8]([C:5]3[N:4]=[N:3][C:2]([SH:23])=[CH:7][CH:6]=3)[CH2:9][CH2:10]2)[CH:19]=[CH:18][CH:17]=1 |f:2.3|. Procedure: A mixture of 5.8 parts of 3-chloro-6-[4-(3-methylphenyl)-1-piperazinyl]pyridazine and 3 parts of thiourea was stirred for 3 hours in an oil bath at 165° C. After cooling, there were added 150 parts of a sodium hydroxide solution 0.5 N. The whole was stirred and refluxed for 15 minutes. It was filtered while hot and the filtrate was neutralized with acetic acid. The product was filtered off, washed with water and separated by column chromatography over silica gel using a mixture of trichlorometha...